This data is from the Open Reaction Database (ORD), a public repository of structured organic reaction records. The task is: describe an organic reaction: reactants, conditions, products, and yield Starting materials: COc1ncc(N2CCC3(CC2)OCCO3)nc1OC, Cl, [K+], [K+], [Na+], O=C([O-])[O-], [OH-]. Product: COc1ncc(N2CCC(=O)CC2)nc1OC. Reaction SMILES: [CH3:1][O:2][c:3]1[n:4][cH:5][c:6]([N:11]2[CH2:12][CH2:13][C:14]3([O:15][CH2:18][CH2:17][O:16]3)[CH2:19][CH2:20]2)[n:7][c:8]1[O:9][CH3:10].[ClH:29].[K+:23].[K+:24].[Na+:22].[O-:25][C:26]([O-:27])=[O:28].[OH-:21]>>[CH3:1][O:2][c:3]1[n:4][cH:5][c:6]([N:11]2[CH2:12][CH2:13][C:14](=[O:15])[CH2:19][CH2:20]2)[n:7][c:8]1[O:9][CH3:10]. The reactants are BrC=1C=C2C(=CC1)OC=1C(=NC(=CC1[C@@]21N=C(OCC1)N)Cl)F ((S)-7-bromo-3-chloro-1-fluoro-5′,6′-dihydrospiro[chromeno[2,3-c]pyridine-5,4′-[1,3]oxazin]-2′-amine), FC=1C=C(C=NC1)B(O)O (5-fluoropyridin-3-ylboronic acid), FC1=NC=CC(=C1)B(O)O (2-fluoropyridine-4-boronic acid). Yields the product FC1=NC(=CC2=C1OC1=CC=C(C=C1[C@]21N=C(OCC1)N)C=1C=NC=C(C1)F)C1=CC(=NC=C1)F ((S)-1-fluoro-7-(5-fluoropyridin-3-yl)-3-(2-fluoropyridin-4-yl)-5′,6′-dihydrospiro[chromeno[2,3-c]pyridine-5,4′-[1,3]oxazin]-2′-amine). Reaction SMILES: Br[C:2]1[CH:3]=[C:4]2[C@@:15]3([CH2:20][CH2:19][O:18][C:17]([NH2:21])=[N:16]3)[C:14]3[CH:13]=[C:12](Cl)[N:11]=[C:10]([F:23])[C:9]=3[O:8][C:5]2=[CH:6][CH:7]=1.[F:24][C:25]1[CH:26]=[C:27](B(O)O)[CH:28]=[N:29][CH:30]=1.[F:34][C:35]1[CH:40]=[C:39](B(O)O)[CH:38]=[CH:37][N:36]=1>>[F:23][C:10]1[C:9]2[O:8][C:5]3[C:4]([C@@:15]4([CH2:20][CH2:19][O:18][C:17]([NH2:21])=[N:16]4)[C:14]=2[CH:13]=[C:12]([C:39]2[CH:38]=[CH:37][N:36]=[C:35]([F:34])[CH:40]=2)[N:11]=1)=[CH:3][C:2]([C:27]1[CH:28]=[N:29][CH:30]=[C:25]([F:24])[CH:26]=1)=[CH:7][CH:6]=3. Procedure: The title compound was synthesized by steps analogous to those described in method A1 above, but using intermediate 15B, 5-fluoropyridin-3-ylboronic acid and 2-fluoropyridine-4-boronic acid. Starting materials: CC(C(=O)OCC)(C)C1=CC=CC=C1 (Ethyl 2-methyl-2-phenylpropionate), [H-].[Al+3].[Li+].[H-].[H-].[H-] (lithium aluminum hydride). Solvent: CCOCC (ether). Run at time 2.5 hour. The product is CC(CO)(C)C1=CC=CC=C1 (2-methyl-2-phenylpropanol). RXN SMILES: [CH3:1][C:2]([C:9]1[CH:14]=[CH:13][CH:12]=[CH:11][CH:10]=1)([CH3:8])[C:3](OCC)=[O:4].[H-].[Al+3].[Li+].[H-].[H-].[H-]>CCOCC>[CH3:8][C:2]([C:9]1[CH:14]=[CH:13][CH:12]=[CH:11][CH:10]=1)([CH3:1])[CH2:3][OH:4] |f:1.2.3.4.5.6|. Procedure: Ethyl 2-methyl-2-phenylpropionate (XXXVIII, 4.50 g, 23.5 mmol) is added to lithium aluminum hydride (0.908 g, 23.5 mmol) in dry ether (100 ml) cooled at 0°. After stirring for 2.5 hr, the mixture is quenched by adding, successively, water (1 ml), aqueous sodium hydroxide (15%, 1 ml) and water (3 ml). After stirring for several minutes, the solids are filtered off and washed well with ether. The filtrate is washed twice with saline and the organic phase is separated, dried over magnesium sulfate ... Starting materials: BrC1=C(C(=O)OCC)C=CC(=C1OCC(=O)N)Br (ethyl 2,4-dibromo-3-(aminocarbonylmethoxy)benzoate), [OH-].[Na+] (NaOH). The solvent is C1CCOC1 (THF), O (water). Run at time 12 hour. Yields the product BrC1=C(C(=O)O)C=CC(=C1OCC(=O)N)Br (2,4-dibromo-3-(aminocarbonyl-methoxy)benzoic acid). Reaction SMILES: [Br:1][C:2]1[C:12]([O:13][CH2:14][C:15]([NH2:17])=[O:16])=[C:11]([Br:18])[CH:10]=[CH:9][C:3]=1[C:4]([O:6]CC)=[O:5].[OH-].[Na+]>C1COCC1.O>[Br:1][C:2]1[C:12]([O:13][CH2:14][C:15]([NH2:17])=[O:16])=[C:11]([Br:18])[CH:10]=[CH:9][C:3]=1[C:4]([OH:6])=[O:5] |f:1.2|. Reported procedure: 0.700 g (1.80 mmol) of ethyl 2,4-dibromo-3-(aminocarbonylmethoxy)benzoate was dissolved in 15 ml of THF and 15 ml of water, and 0.147 g (3.70 mmol) of NaOH was added. The mixture was stirred for 12 hours at RT and concentrated completely. The residue was taken up in water and 6 N HCl was added. The precipitate which had formed was filtered off with suction and dried. 2,4-dibromo-3-(aminocarbonyl-methoxy)benzoic acid was obtained as a white solid. Starting materials: ClC1=C(C(=O)O)C=CC(=N1)C (2-Chloro-6-methylnicotinic acid), C(C1=CC=CO1)N (furfurylamine). The solvent is CN1C(CCC1)=O (1-methylpyrrolidin-2-one). Run at temperature 150 celsius, time 8 hour. The product is O1C(=CC=C1)CNC1=C(C(=O)O)C=CC(=N1)C (2-[(2-furylmethyl)amino]-6-methylnicotinic acid). The yield is 36.0%. As a reaction SMILES: Cl[C:2]1[N:10]=[C:9]([CH3:11])[CH:8]=[CH:7][C:3]=1[C:4]([OH:6])=[O:5].[CH2:12]([NH2:18])[C:13]1[O:17][CH:16]=[CH:15][CH:14]=1>CN1CCCC1=O>[O:17]1[CH:16]=[CH:15][CH:14]=[C:13]1[CH2:12][NH:18][C:2]1[N:10]=[C:9]([CH3:11])[CH:8]=[CH:7][C:3]=1[C:4]([OH:6])=[O:5]. Reported procedure: 2-Chloro-6-methylnicotinic acid (1.72 g) and furfurylamine (1.94 g) were dissolved in 1-methylpyrrolidin-2-one (25 ml), and the mixture was stirred at 150° C. overnight. The reaction mixture was concentrated under reduced pressure, and the residue was purified by silica gel column chromatography. The fraction eluted with ethyl acetate-hexane (1:4-1:0) was concentrated under reduced pressure, and the precipitate was collected by filtration to give the object compound (838 mg) as a powder. The reactants are B, C1CCOC1, C1CCOC1, O=C(Cc1cccc(OCc2ccccc2)c1)Nc1cccc2ccccc12. The product is c1ccc(COc2cccc(CCNc3cccc4ccccc34)c2)cc1. Reaction SMILES: [BH3:34].[O:29]1[CH2:30][CH2:31][CH2:32][CH2:33]1.[O:35]1[CH2:36][CH2:37][CH2:38][CH2:39]1.[c:1]1([NH:11][C:12]([CH2:13][c:14]2[cH:15][c:16]([O:20][CH2:21][c:22]3[cH:23][cH:24][cH:25][cH:26][cH:27]3)[cH:17][cH:18][cH:19]2)=[O:28])[cH:2][cH:3][cH:4][c:5]2[cH:6][cH:7][cH:8][cH:9][c:10]12>>[c:1]1([NH:11][CH2:12][CH2:13][c:14]2[cH:15][c:16]([O:20][CH2:21][c:22]3[cH:23][cH:24][cH:25][cH:26][cH:27]3)[cH:17][cH:18][cH:19]2)[cH:2][cH:3][cH:4][c:5]2[cH:6][cH:7][cH:8][cH:9][c:10]12. Starting materials: OCCBr, CC(C)O, O=CO, [I-], [Na+], [Na+], [OH-], Cc1cc(CNC(=O)c2sc(C)c3c2CC2C3C2(C)C)cc(C)c1O. Yields the product Cc1cc(CNC(=O)c2sc(C)c3c2CC2C3C2(C)C)cc(C)c1OCCO. As a reaction SMILES: [Br:30][CH2:31][CH2:32][OH:33].[CH:34]([OH:35])([CH3:36])[CH3:37].[CH:38]([OH:39])=[O:40].[I-:28].[Na+:27].[Na+:29].[OH-:26].[OH:1][c:2]1[c:3]([CH3:25])[cH:4][c:5]([CH2:6][NH:7][C:8](=[O:9])[c:10]2[c:11]3[c:15]([c:16]([CH3:18])[s:17]2)[CH:14]2[CH:13]([CH2:12]3)[C:19]2([CH3:20])[CH3:21])[cH:22][c:23]1[CH3:24]>>[O:1]([c:2]1[c:3]([CH3:25])[cH:4][c:5]([CH2:6][NH:7][C:8](=[O:9])[c:10]2[c:11]3[c:15]([c:16]([CH3:18])[s:17]2)[CH:14]2[CH:13]([CH2:12]3)[C:19]2([CH3:20])[CH3:21])[cH:22][c:23]1[CH3:24])[CH2:31][CH2:32][OH:33]. Reactants: [BH3-]C#N, C=O, CC(=O)O, CC(=O)[O-], COc1cc2ncnc(Nc3cccc(Cl)c3F)c2cc1CNC1CCCNC1=O, [Na+], [Na+]. As a reaction SMILES: [C:40]([BH3-:41])#[N:42].[CH2:44]=[O:45].[CH3:31][C:32](=[O:33])[OH:34].[CH3:36][C:37](=[O:38])[O-:39].[Cl:1][c:2]1[c:3]([F:30])[c:4]([NH:8][c:9]2[n:10][cH:11][n:12][c:13]3[cH:14][c:15]([O:28][CH3:29])[c:16]([CH2:19][NH:20][CH:21]4[C:22](=[O:27])[NH:23][CH2:24][CH2:25][CH2:26]4)[cH:17][c:18]23)[cH:5][cH:6][cH:7]1.[Na+:35].[Na+:43]>>[Cl:1][c:2]1[c:3]([F:30])[c:4]([NH:8][c:9]2[n:10][cH:11][n:12][c:13]3[cH:14][c:15]([O:28][CH3:29])[c:16]([CH2:19][N:20]([CH:21]4[C:22](=[O:27])[NH:23][CH2:24][CH2:25][CH2:26]4)[CH3:31])[cH:17][c:18]23)[cH:5][cH:6][cH:7]1. Product: COc1cc2ncnc(Nc3cccc(Cl)c3F)c2cc1CN(C)C1CCCNC1=O.